Dataset: the Open Reaction Database (ORD), a public repository of structured organic reaction records. Task: describe an organic reaction: reactants, conditions, products, and yield The reactants are C1=C(C=CC=2SC3=CC=CC=C3SC12)S(=O)(=O)Cl (thianthrene-2-sulfonyl chloride), C(C)(C)(C)OC([C@@H](N)C)=O ((L)-alanine-t-butyl ester), C1=C(C=CC=2OC3=CC=CC=C3SC12)S(=O)(=O)Cl (phenoxathiine-2-sulfonyl chloride), C(C)(C)(C)OC([C@@H](N)C(C)C)=O ((L)-valine-t-butyl ester). Yields the product C1=C(C=CC=2OC3=CC=CC=C3SC12)S(=O)(=O)N[C@H](C(=O)O)C ((S)-2-(phenoxathiine-2-sulfonylamino)-propionic acid). As a reaction SMILES: C1C2SC3C(=CC=CC=3)SC=2C=CC=1S(Cl)(=O)=O.[CH:19]1[C:32]2[S:31][C:30]3[C:25](=[CH:26][CH:27]=[CH:28][CH:29]=3)[O:24][C:23]=2[CH:22]=[CH:21][C:20]=1[S:33](Cl)(=[O:35])=[O:34].C([O:41][C:42](=[O:48])[C@H:43]([CH:45](C)C)[NH2:44])(C)(C)C.C(OC(=O)[C@H](C)N)(C)(C)C>>[CH:19]1[C:32]2[S:31][C:30]3[C:25](=[CH:26][CH:27]=[CH:28][CH:29]=3)[O:24][C:23]=2[CH:22]=[CH:21][C:20]=1[S:33]([NH:44][C@@H:43]([CH3:45])[C:42]([OH:48])=[O:41])(=[O:35])=[O:34]. Reported procedure: When in the procedure of Example 1, Step (b), thianthrene-2-sulfonyl chloride is replaced by phenoxathiine-2-sulfonyl chloride and (L)-valine-t-butyl ester is replaced with (L)-alanine-t-butyl ester, (S)-2-(phenoxathiine-2-sulfonylamino)-propionic acid is obtained as a white solid; mp 75-85° C. Reactants: CC=1NC(=C(C(C1C1=NC(=NO1)CSCC1=CC=CC=C1)C1=CC(=CC=C1)[N+](=O)[O-])C(=O)OC)C (methyl 1,4-dihydro-2,6-dimethyl-3-(3-benzylthiomethyl-1,2,4-oxadiazol-5-yl)-4-(3-nitrophenyl)pyridine-5-carboxylate), ClC=1C=C(C(=O)OO)C=CC1 (m-chloroperoxybenzoic acid), C([O-])(O)=O.[Na+] (sodium bicarbonate). The solvent is C(Cl)(Cl)Cl (chloroform). Run at time 3 hour. Product: CC=1NC(=C(C(C1C1=NC(=NO1)CS(=O)CC1=CC=CC=C1)C1=CC(=CC=C1)[N+](=O)[O-])C(=O)OC)C (methyl 1,4-dihydro-2,6-dimethyl-3-(3-benzylsulfinylmethyl-1,2,4-oxadiazol-5-yl)-4-(3-nitrophenyl)pyridine-5-carboxylate). Yield: 94.9%. RXN SMILES: [CH3:1][C:2]1[NH:3][C:4]([CH3:35])=[C:5]([C:31]([O:33][CH3:34])=[O:32])[CH:6]([C:22]2[CH:27]=[CH:26][CH:25]=[C:24]([N+:28]([O-:30])=[O:29])[CH:23]=2)[C:7]=1[C:8]1[O:12][N:11]=[C:10]([CH2:13][S:14][CH2:15][C:16]2[CH:21]=[CH:20][CH:19]=[CH:18][CH:17]=2)[N:9]=1.ClC1C=C(C=CC=1)C(OO)=[O:41].C(=O)(O)[O-].[Na+]>C(Cl)(Cl)Cl>[CH3:1][C:2]1[NH:3][C:4]([CH3:35])=[C:5]([C:31]([O:33][CH3:34])=[O:32])[CH:6]([C:22]2[CH:27]=[CH:26][CH:25]=[C:24]([N+:28]([O-:30])=[O:29])[CH:23]=2)[C:7]=1[C:8]1[O:12][N:11]=[C:10]([CH2:13][S:14]([CH2:15][C:16]2[CH:21]=[CH:20][CH:19]=[CH:18][CH:17]=2)=[O:41])[N:9]=1 |f:2.3|. Reported procedure: To a solution of 1.00 g of methyl 1,4-dihydro-2,6-dimethyl-3-(3-benzylthiomethyl-1,2,4-oxadiazol-5-yl)-4-(3-nitrophenyl)pyridine-5-carboxylate in 50 ml of chloroform was added 0.47 g of m-chloroperoxybenzoic acid. After the mixture was stirred at room temperature for 3 hours, the aqueous sodium bicarbonate was added and the stirring was continued for a while. The chloroform layer was separated, washed, dried over magnesium sulfate and evaporated in vacuo. The residue was chromatographed on silic... The reactants are ClC(=O)OCC(C)C (Isobutyl chloroformate), CN1CCOCC1 (N-methylmorpholine), ice, C(C)(C)C(C#CC(=O)O)(N)C (isopropyl-methyl-amino-but-2-ynoic acid), BrC=1C=C(C=CC1)NC1=NC=NC2=CC=C(C=C12)N (N-(3-bromophenyl)-4,6-quinazolindiamine). The solvent is O1CCCC1 (tetrahydrofuran), N1=CC=CC=C1 (pyridine). Reaction conditions: time 30 minute. The product is BrC=1C=C(C=CC1)NC1=NC=NC2=CC=C(C=C12)NC(C#CC(N)(C)C(C)C)=O (isopropyl-methyl-amino-but-2-ynoic acid [4-(3-bromo-phenylamino)-quinazolin-6-yl]-amide). The yield is 40.4%. As a reaction SMILES: ClC(OCC(C)C)=O.CN1CCOCC1.[CH:16]([C:19]([CH3:26])([NH2:25])[C:20]#[C:21][C:22]([OH:24])=O)([CH3:18])[CH3:17].[Br:27][C:28]1[CH:29]=[C:30]([NH:34][C:35]2[C:44]3[C:39](=[CH:40][CH:41]=[C:42]([NH2:45])[CH:43]=3)[N:38]=[CH:37][N:36]=2)[CH:31]=[CH:32][CH:33]=1>O1CCCC1.N1C=CC=CC=1>[Br:27][C:28]1[CH:29]=[C:30]([NH:34][C:35]2[C:44]3[C:39](=[CH:40][CH:41]=[C:42]([NH:45][C:22](=[O:24])[C:21]#[C:20][C:19]([CH:16]([CH3:17])[CH3:18])([CH3:26])[NH2:25])[CH:43]=3)[N:38]=[CH:37][N:36]=2)[CH:31]=[CH:32][CH:33]=1. Reported procedure: Isobutyl chloroformate (0.845 g, 6.2mmol) and N-methylmorpholine (1.0 g, 9.9 mmol) were added to an ice cold solution of 1.5 g (9.67 mmol) of isopropyl-methyl-amino-but-2-ynoic acid in 70 mL of tetrahydrofuran under nitrogen. After stirring for 30 min, a solution of 1.500 g of N-(3-bromophenyl)-4,6-quinazolindiamine in 15 mL of pyridine was added and the mixture was stirred for 2 hr at 0° C. The reaction was then quenched with ice water, poured into saturated sodium bicarbonate, and the product ...